From a dataset of the Open Reaction Database (ORD), a public repository of structured organic reaction records. describe an organic reaction: reactants, conditions, products, and yield Starting materials: C(C)OC=NC1=C(C=NN1C)C(=O)OCC (5 -[(ethoxymethylene)amino]-1-methyl-1H- pyrazole-4-carboxylic acid, ethyl ester), N (ammonia). Solvent: C(C)O (ethanol). Conditions: time 40 hour. The product is CN1N=CC2=C1N=CNC2=O (1-Methyl-1,5-dihydro-4H-pyrazolo[3,4-d]pyrimidin-4-one). RXN SMILES: C(O[CH:4]=[N:5][C:6]1[N:10]([CH3:11])[N:9]=[CH:8][C:7]=1[C:12]([O:14]CC)=O)C.[NH3:17]>C(O)C>[CH3:11][N:10]1[C:6]2[N:5]=[CH:4][NH:17][C:12](=[O:14])[C:7]=2[CH:8]=[N:9]1. Reported procedure: 57.2 g. of 5 -[(ethoxymethylene)amino]-1-methyl-1H- pyrazole-4-carboxylic acid, ethyl ester are dissolved in 200 ml. of ethanol, 4.4 g. of ammonia are added and the reaction mixture is autoclaved at 60° for 40 hours. After cooling, the mixture is filtered and the residual 1-methyl-1,5-dihydro-4H-pyrazolo- [3,4-d]pyrimidin-4-one is crystallized from dimethylformamide, m.p. 289°-290° (yield 31 g. - 80.7%). Reactants: C(C1=CC=CC=C1)Br (Benzyl bromide), C([O-])([O-])=O.[K+].[K+] (potassium carbonate), COCOC(=O)C=1C(=CC2=CC=CC=C2C1)C1=C(C(=O)O)C=CC=C1 (2-(3-(methoxymethoxycarbonyl)naphthalen-2-yl)benzoic acid), FC(S(=O)(=O)OC1=CC2=CC=CC=C2C=C1C(=O)OCOC)(F)F (methoxymethyl 2-trifluoromethylsulfonyloxy-3-naphthalenecarboxylate). Run in CN(C=O)C (dimethylformamid), O (Water). Run at time 22 hour. The product is COCOC(=O)C=1C(=CC2=CC=CC=C2C1)C1=C(C(=O)OCC2=CC=CC=C2)C=CC=C1 (Benzyl 2-(3-methoxymethoxycarbonylnaphthalen-2-yl)benzoate). RXN SMILES: [CH2:1](Br)[C:2]1[CH:7]=[CH:6][CH:5]=[CH:4][CH:3]=1.C(=O)([O-])[O-].[K+].[K+].[CH3:15][O:16][CH2:17][O:18][C:19]([C:21]1[C:22]([C:31]2[CH:39]=[CH:38][CH:37]=[CH:36][C:32]=2[C:33]([OH:35])=[O:34])=[CH:23][C:24]2[C:29]([CH:30]=1)=[CH:28][CH:27]=[CH:26][CH:25]=2)=[O:20].FC(F)(F)S(OC1C(C(OCOC)=O)=CC2C(=CC=CC=2)C=1)(=O)=O>CN(C)C=O.O>[CH3:15][O:16][CH2:17][O:18][C:19]([C:21]1[C:22]([C:31]2[CH:39]=[CH:38][CH:37]=[CH:36][C:32]=2[C:33]([O:35][CH2:1][C:2]2[CH:7]=[CH:6][CH:5]=[CH:4][CH:3]=2)=[O:34])=[CH:23][C:24]2[C:29]([CH:30]=1)=[CH:28][CH:27]=[CH:26][CH:25]=2)=[O:20] |f:1.2.3|. Procedure details: Benzyl bromide (160 μl) and potassium carbonate (202 mg) were added to a solution of 2-(3-(methoxymethoxycarbonyl)naphthalen-2-yl)benzoic acid (410 mg) which was prepared by the same procedure as a series of reaction of Reference Example 4→Reference Example 5 using methoxymethyl 2-trifluoromethylsulfonyloxy-3-naphthalenecarboxylate, in dimethylformamid (5 ml). The mixture was stirred for 22 hours at room temperature. Water was added to the reaction mixture, and the solution was extracted with et...